Task: describe an organic reaction: reactants, conditions, products, and yield. Dataset: the Open Reaction Database (ORD), a public repository of structured organic reaction records Reactants: C1CCOC1, Cc1cc(-c2ccc(C(F)(F)F)cc2)cc(-c2ccnc(-c3cccc(S(=O)(=O)Cl)c3)c2)n1, CCOC(C)=O, NCCO. The product is Cc1cc(-c2ccc(C(F)(F)F)cc2)cc(-c2ccnc(-c3cccc(S(=O)(=O)NCCO)c3)c2)n1. As a reaction SMILES: [CH2:38]1[O:39][CH2:40][CH2:41][CH2:42]1.[CH3:1][c:2]1[cH:3][c:4](-[c:24]2[cH:25][cH:26][c:27]([C:30]([F:31])([F:32])[F:33])[cH:28][cH:29]2)[cH:5][c:6](-[c:8]2[cH:9][c:10](-[c:14]3[cH:15][c:16]([S:20](=[O:21])(=[O:22])[Cl:23])[cH:17][cH:18][cH:19]3)[n:11][cH:12][cH:13]2)[n:7]1.[CH3:43][CH2:44][O:45][C:46]([CH3:47])=[O:48].[NH2:34][CH2:35][CH2:36][OH:37]>>[CH3:1][c:2]1[cH:3][c:4](-[c:24]2[cH:25][cH:26][c:27]([C:30]([F:31])([F:32])[F:33])[cH:28][cH:29]2)[cH:5][c:6](-[c:8]2[cH:9][c:10](-[c:14]3[cH:15][c:16]([S:20](=[O:21])(=[O:22])[NH:34][CH2:35][CH2:36][OH:37])[cH:17][cH:18][cH:19]3)[n:11][cH:12][cH:13]2)[n:7]1. Starting materials: FC1=C(OCCCOC2=CC=C(C=C2)C2C(CN(CC2)C(=O)OCC2=CC=CC=C2)O)C=C(C=C1)F (benzyl 4-{4-[3-(2,5-difluorophenoxy)propoxy]phenyl}-3-hydroxypiperidine-1-carboxylate), ClCC=1C=CC2=C(N(C(CO2)=O)CCO[Si](C(C)C)(C(C)C)C(C)C)C1 (6-chloromethyl-4-(2-triisopropylsilanyloxyethyl)-4H-benzo[1,4]oxazin-3-one). Product: FC1=C(OCCCOC2=CC=C(C=C2)C2C(CN(CC2)C(=O)OCC2=CC=CC=C2)OCC=2C=CC3=C(N(C(CO3)=O)CCO[Si](C(C)C)(C(C)C)C(C)C)C2)C=C(C=C1)F (Benzyl 4-{4-[3-(2,5-difluorophenoxy)propoxy]phenyl}-3-[3-oxo-4-(2-triisopropylsilanyloxyethyl)-3,4-dihydro-2H-benzo[1,4]oxazin-6-ylmethoxy]piperidine-1-carboxylate). As a reaction SMILES: [F:1][C:2]1[CH:35]=[CH:34][C:33]([F:36])=[CH:32][C:3]=1[O:4][CH2:5][CH2:6][CH2:7][O:8][C:9]1[CH:14]=[CH:13][C:12]([CH:15]2[CH2:20][CH2:19][N:18]([C:21]([O:23][CH2:24][C:25]3[CH:30]=[CH:29][CH:28]=[CH:27][CH:26]=3)=[O:22])[CH2:17][CH:16]2[OH:31])=[CH:11][CH:10]=1.Cl[CH2:38][C:39]1[CH:40]=[CH:41][C:42]2[O:47][CH2:46][C:45](=[O:48])[N:44]([CH2:49][CH2:50][O:51][Si:52]([CH:59]([CH3:61])[CH3:60])([CH:56]([CH3:58])[CH3:57])[CH:53]([CH3:55])[CH3:54])[C:43]=2[CH:62]=1>>[F:1][C:2]1[CH:35]=[CH:34][C:33]([F:36])=[CH:32][C:3]=1[O:4][CH2:5][CH2:6][CH2:7][O:8][C:9]1[CH:14]=[CH:13][C:12]([CH:15]2[CH2:20][CH2:19][N:18]([C:21]([O:23][CH2:24][C:25]3[CH:26]=[CH:27][CH:28]=[CH:29][CH:30]=3)=[O:22])[CH2:17][CH:16]2[O:31][CH2:38][C:39]2[CH:40]=[CH:41][C:42]3[O:47][CH2:46][C:45](=[O:48])[N:44]([CH2:49][CH2:50][O:51][Si:52]([CH:53]([CH3:55])[CH3:54])([CH:56]([CH3:58])[CH3:57])[CH:59]([CH3:61])[CH3:60])[C:43]=3[CH:62]=2)=[CH:11][CH:10]=1. Reported procedure: Analogously to Method D, 1.34 g of benzyl 4-{4-[3-(2,5-difluorophenoxy)propoxy]phenyl}-3-hydroxypiperidine-1-carboxylate and 1.43 g of 6-chloromethyl-4-(2-triisopropylsilanyloxyethyl)-4H-benzo[1,4]oxazin-3-one are reacted. The title compound is obtained as a slightly yellowish oil. Rf=0.55 (1:1 EtOAc-heptane); Rt=7.03. Starting materials: II (iodine), [Cl-].[NH4+] (ammonium chloride), C(C)(C)(C)OC(=O)NC=1C=CC(=NC1)OC(C)C (5-[(tert-butoxycarbonyl)amino]-2-(isopropoxy)pyridine), N,N,N′-tetramethylethylenediamine, [Li]CCCC (n-BuLi). Run in C1CCOC1 (THF), C(C)OCC (diethyl ether), O (water), C(C)OCC (diethyl ether). Conditions: time 40 minute. The product is C(C)(C)(C)OC(=O)NC=1C(=CC(=NC1)OC(C)C)I (5-[(tert-Butoxycarbonyl)amino]-4-iodo-2-(isopropoxy)pyridine). Yield: 63.0%. Reaction SMILES: [C:1]([O:5][C:6]([NH:8][C:9]1[CH:10]=[CH:11][C:12]([O:15][CH:16]([CH3:18])[CH3:17])=[N:13][CH:14]=1)=[O:7])([CH3:4])([CH3:3])[CH3:2].[Li]CCCC.[I:24]I.[Cl-].[NH4+]>C(OCC)C.C1COCC1.O>[C:1]([O:5][C:6]([NH:8][C:9]1[C:10]([I:24])=[CH:11][C:12]([O:15][CH:16]([CH3:18])[CH3:17])=[N:13][CH:14]=1)=[O:7])([CH3:4])([CH3:3])[CH3:2] |f:3.4|. Procedure: A solution of 13.7 g of 5-[(tert-butoxycarbonyl)amino]-2-(isopropoxy)pyridine (54.3 mmol) and 18.1 mL of N,N,N′-tetramethylethylenediamine (120 mmol) in 200 mL of anhydrous diethyl ether was cooled to −78° C. and treated with n-BuLi (2.5 M in hexanes, 48 mL, 120 mmol) under an inert atmosphere. The mixture was placed in a −8° C. bath for 1 hour and allowed to slowly warm to room temperature. After 40 minutes, the flask was cooled to −8° C. and stirred for 4 hours. The mixture was then cooled to ... The reactants are O=C(Cl)C(=O)Cl, NCCC1CCN(C(c2ccccc2)c2ccccc2)CC1, O=C(O)C=Cc1cccnc1. Yields the product O=C(C=Cc1cccnc1)NCCC1CCN(C(c2ccccc2)c2ccccc2)CC1. Reaction SMILES: [Cl:12][C:13]([C:14]([Cl:15])=[O:16])=[O:17].[c:18]1([CH:24]([N:25]2[CH2:26][CH2:27][CH:28]([CH2:31][CH2:32][NH2:33])[CH2:29][CH2:30]2)[c:34]2[cH:35][cH:36][cH:37][cH:38][cH:39]2)[cH:19][cH:20][cH:21][cH:22][cH:23]1.[n:1]1[cH:2][c:3]([CH:7]=[CH:8][C:9](=[O:10])[OH:11])[cH:4][cH:5][cH:6]1>>[n:1]1[cH:2][c:3]([CH:7]=[CH:8][C:9](=[O:11])[NH:33][CH2:32][CH2:31][CH:28]2[CH2:27][CH2:26][N:25]([CH:24]([c:18]3[cH:19][cH:20][cH:21][cH:22][cH:23]3)[c:34]3[cH:35][cH:36][cH:37][cH:38][cH:39]3)[CH2:30][CH2:29]2)[cH:4][cH:5][cH:6]1. Reactants: FC1=C(C=C(C=C1)C(F)(F)F)N=C=O (2-fluoro-5-trifluoromethylphenyl isocyanate), C(C(C)C)(=O)NC=1NC=C(C1C(=O)N)C1=CC=C(C=C1)N (2-isobutyrylamino-4-(4-aminophenyl)-1H-pyrrole-3-carboxamide). Run in O1CCCC1 (tetrahydrofuran). Run at temperature 25 celsius, time 17 hour. Yields the product C(C(C)C)(=O)NC=1NC=C(C1C(=O)N)C1=CC=C(C=C1)NC(=O)NC1=C(C=CC(=C1)C(F)(F)F)F (2-isobutyrylamino-4-{4-[3-(2-fluoro-5-trifluoromethylphenyl)-ureido]phenyl}-1H-pyrrole-3-carboxamide). Isolated yield 44.8%. Reaction SMILES: [F:1][C:2]1[CH:7]=[CH:6][C:5]([C:8]([F:11])([F:10])[F:9])=[CH:4][C:3]=1[N:12]=[C:13]=[O:14].[C:15]([NH:20][C:21]1[NH:22][CH:23]=[C:24]([C:29]2[CH:34]=[CH:33][C:32]([NH2:35])=[CH:31][CH:30]=2)[C:25]=1[C:26]([NH2:28])=[O:27])(=[O:19])[CH:16]([CH3:18])[CH3:17]>O1CCCC1>[C:15]([NH:20][C:21]1[NH:22][CH:23]=[C:24]([C:29]2[CH:30]=[CH:31][C:32]([NH:35][C:13]([NH:12][C:3]3[CH:4]=[C:5]([C:8]([F:11])([F:10])[F:9])[CH:6]=[CH:7][C:2]=3[F:1])=[O:14])=[CH:33][CH:34]=2)[C:25]=1[C:26]([NH2:28])=[O:27])(=[O:19])[CH:16]([CH3:18])[CH3:17]. Procedure details: 0.076 cm3 (0.436 mmol) of 2-fluoro-5-trifluoromethylphenyl isocyanate is added at a temperature in the region of 25° C. to 0.125 g (0.436 mmol) of 2-isobutyrylamino-4-(4-aminophenyl)-1H-pyrrole-3-carboxamide in solution in 15 cm3 of tetrahydrofuran. After stirring for 17 hours at a temperature in the region of 25° C., the reaction mixture is concentrated to dryness under reduced pressure (2.7 kPa). The residue is then diluted in 40 cm3 of ethyl acetate and then washed with 40 cm3 of water. The o... Yield: 67.0%. Reaction conditions: time 5 hour. RXN SMILES: O.[OH-].[Li+].C[O:5][C:6](=[O:30])[CH2:7][C:8]1[C:17]([CH3:18])=[C:16]([C:19]2[CH:24]=[CH:23][C:22]([S:25]([CH3:28])(=[O:27])=[O:26])=[CH:21][N:20]=2)[C:15]2[C:10](=[CH:11][CH:12]=[C:13]([F:29])[CH:14]=2)[CH:9]=1>C1COCC1.O>[F:29][C:13]1[CH:14]=[C:15]2[C:10](=[CH:11][CH:12]=1)[CH:9]=[C:8]([CH2:7][C:6]([OH:30])=[O:5])[C:17]([CH3:18])=[C:16]2[C:19]1[CH:24]=[CH:23][C:22]([S:25]([CH3:28])(=[O:26])=[O:27])=[CH:21][N:20]=1 |f:0.1.2,4.5|. Run in C1CCOC1.O (THF H2O). Product: FC=1C=C2C(=C(C(=CC2=CC1)CC(=O)O)C)C1=NC=C(C=C1)S(=O)(=O)C ([6-fluoro-4-(5-methanesulfonyl-pyridin-2-yl)-3-methyl-naphthalen-2-yl]acetic acid). Reported procedure: Lithium hydroxide monohydrate (0.0045 g, 0.107 mmol) was added to a mixture of [6-fluoro-4-(5-methanesulfonyl-pyridin-2-yl)-3-methyl-naphthalen-2-yl]acetic acid methyl ester (0.014 g, 0.036 mmol) in a 1:1 mixture of THF—H2O mixture (2 mL). The reaction mixture was stirred for 5 hours at room temperature. The reaction mixture was concentrated to remove the THF, and the aqueous residue was combined with a 1.0 N aqueous solution of hydrochloric acid. The resulting mixture was extracted with ethyl a... Starting materials: O.[OH-].[Li+] (Lithium hydroxide monohydrate), COC(CC1=CC2=CC=C(C=C2C(=C1C)C1=NC=C(C=C1)S(=O)(=O)C)F)=O ([6-fluoro-4-(5-methanesulfonyl-pyridin-2-yl)-3-methyl-naphthalen-2-yl]acetic acid methyl ester). The reactants are O=C([O-])[O-], O=C([O-])[O-], CC(C)=O, CCCCCC, ClCc1ccc2ccccc2n1, [Cs+], [Cs+], [I-], [K+], [K+], [Na+], Oc1ccccc1. The product is c1ccc(OCc2ccc3ccccc3n2)cc1. As a reaction SMILES: [C:20](=[O:21])([O-:22])[O-:23].[C:26](=[O:27])([O-:28])[O-:29].[CH3:34][C:35](=[O:36])[CH3:37].[CH3:38][CH2:39][CH2:40][CH2:41][CH2:42][CH3:43].[Cl:1][CH2:2][c:3]1[n:4][c:5]2[cH:6][cH:7][cH:8][cH:9][c:10]2[cH:11][cH:12]1.[Cs+:30].[Cs+:31].[I-:33].[K+:24].[K+:25].[Na+:32].[OH:13][c:14]1[cH:15][cH:16][cH:17][cH:18][cH:19]1>>[CH2:2]([c:3]1[n:4][c:5]2[cH:6][cH:7][cH:8][cH:9][c:10]2[cH:11][cH:12]1)[O:13][c:14]1[cH:15][cH:16][cH:17][cH:18][cH:19]1. Starting materials: CN1CCCC1=O, O=C(O)c1c(F)cc(F)cc1F, [Na+], [OH-]. The product is O=C(O)c1c(O)cc(F)cc1F. Reaction SMILES: [CH3:15][N:16]1[CH2:17][CH2:18][CH2:19][C:20]1=[O:21].[F:1][c:2]1[c:3]([C:4](=[O:5])[OH:6])[c:7]([F:12])[cH:8][c:9]([F:11])[cH:10]1.[Na+:14].[OH-:13]>>[F:1][c:2]1[c:3]([C:4](=[O:5])[OH:6])[c:7]([OH:13])[cH:8][c:9]([F:11])[cH:10]1. Starting materials: CS(=O)(=O)Nc1cc(Br)cc(C#N)c1, CC(C)(C)OC(=O)C(N)Br. Product: C=C(C)c1cc(C#N)cc(NS(C)(=O)=O)c1. Reaction SMILES: [Br:1][c:2]1[cH:3][c:4]([NH:10][S:11](=[O:12])(=[O:13])[CH3:14])[cH:5][c:6]([C:8]#[N:9])[cH:7]1.[C:15]([CH:16]([Br:17])[NH2:21])([O:22][C:18]([CH3:19])([CH3:20])[CH3:23])=[O:24]>>[c:2]1([C:18](=[CH2:19])[CH3:20])[cH:3][c:4]([NH:10][S:11](=[O:12])(=[O:13])[CH3:14])[cH:5][c:6]([C:8]#[N:9])[cH:7]1.